This data is from the Open Reaction Database (ORD), a public repository of structured organic reaction records. The task is: describe an organic reaction: reactants, conditions, products, and yield Starting materials: O=C=Nc1ccc2c(c1)OCO2, CCN(C(C)C)C(C)C, Cl, NCc1cccc2c1C(=O)N(C1CCC(=O)NC1=O)C2=O, c1ccncc1. The product is O=C1CCC(N2C(=O)c3cccc(CNC(=O)Nc4ccc5c(c4)OCO5)c3C2=O)C(=O)N1. Reaction SMILES: [CH2:23]1[O:24][c:25]2[cH:26][c:27]([N:32]=[C:33]=[O:34])[cH:28][cH:29][c:30]2[O:31]1.[CH:35]([N:36]([CH:37]([CH3:38])[CH3:39])[CH2:40][CH3:41])([CH3:42])[CH3:43].[ClH:1].[NH2:2][CH2:3][c:4]1[c:5]2[c:9]([cH:10][cH:11][cH:12]1)[C:8](=[O:13])[N:7]([CH:14]1[C:15](=[O:21])[NH:16][C:17](=[O:20])[CH2:18][CH2:19]1)[C:6]2=[O:22].[cH:44]1[cH:45][cH:46][n:47][cH:48][cH:49]1>>[NH:2]([CH2:3][c:4]1[c:5]2[c:9]([cH:10][cH:11][cH:12]1)[C:8](=[O:13])[N:7]([CH:14]1[C:15](=[O:21])[NH:16][C:17](=[O:20])[CH2:18][CH2:19]1)[C:6]2=[O:22])[C:33]([NH:32][c:27]1[cH:26][c:25]2[c:30]([cH:29][cH:28]1)[O:31][CH2:23][O:24]2)=[O:34]. The reactants are C(Cl)(Cl)Cl (chloroform), C(=O)(O)[O-].[Na+] (NaHCO3), S(O)(O)(=O)=O (sulfuric acid), OC1=CC=C2C(CC(OC2=C1)=O)C (7-hydroxy-3,4-dihydro-4-methylcoumarin). Solvent: CO (methanol), CO (methanol). Run at time 16 hour. The product is OC1=C(C=CC(=C1)O)C(CC(=O)OC)C (Methyl 3-(2,4-dihydroxyphenyl)-butyrate). As a reaction SMILES: S(=O)(=O)(O)O.[OH:6][C:7]1[CH:16]=[C:15]2[C:10]([CH:11]([CH3:18])[CH2:12][C:13](=[O:17])[O:14]2)=[CH:9][CH:8]=1.C(Cl)(Cl)Cl.[C:23]([O-])(O)=[O:24].[Na+]>CO>[OH:14][C:15]1[CH:16]=[C:7]([OH:6])[CH:8]=[CH:9][C:10]=1[CH:11]([CH3:18])[CH2:12][C:13]([O:24][CH3:23])=[O:17] |f:3.4|. Procedure details: Concentrated sulfuric acid (1.2 mL, 43 mmol) was added to a solution of 7-hydroxy-3,4-dihydro-4-methylcoumarin (B1) (75.8 g, 430 mmol) in methanol (1 L) at room temperature and the solution stirred for about 16 hours. At this time, TLC (8% methanol:chloroform) showed the clean formation of product at the expense of starting material. The solution was neutralized with 7% NaHCO3 solution (50 ml) and the majority of the solvent (750 ml) removed under reduced pressure. The solution was diluted with ... The reactants are [BH4-].[Li+] (lithium borohydride), [N+](=O)([O-])C=1C=C(C=CC1)C(C(=O)OC)C (methyl 2-(3-nitrophenyl)propanoate). Solvent: C1CCOC1 (THF). Conditions: time 18 hour. Product: [N+](=O)([O-])C=1C=C(C=CC1)C(CO)C (2-(3-Nitrophenyl)-1-propanol). Yield: 100.6%. RXN SMILES: [BH4-].[Li+].[N+:3]([C:6]1[CH:7]=[C:8]([CH:12]([CH3:17])[C:13](OC)=[O:14])[CH:9]=[CH:10][CH:11]=1)([O-:5])=[O:4]>C1COCC1>[N+:3]([C:6]1[CH:7]=[C:8]([CH:12]([CH3:17])[CH2:13][OH:14])[CH:9]=[CH:10][CH:11]=1)([O-:5])=[O:4] |f:0.1|. Reported procedure: A solution of lithium borohydride (2M, THF, 2.0 equiv. 3.4 ml) was added to a solution of methyl 2-(3-nitrophenyl)propanoate (0.7 g) in THF. The resulting mixture was stirred for 18 hours then concentrated and poured into hydrochloric acid (10%) at 0□C. The mixture was extracted with ether. The combined organic phases were dried over sodium sulfate, filtered and concentrated to afford the title compound as yellow oil (0.610 g, 100% yield). The reactants are CCOC(=O)C(CCC(C(=O)OCC)Br)Br (Diethyl meso-2,5-dibromoadipate), C(C1=CC=CC=C1)N (benzylamine). Run in C1=CC=CC=C1 (benzene). Run at time 1 hour. The product is CCOC(=O)C1CCC(N1CC2=CC=CC=C2)C(=O)OCC (Diethyl meso-1-Benzyl-2,5-pyrrolidinedicarboxylate). Isolated yield 94.0%. Reaction SMILES: [CH3:1][CH2:2][O:3][C:4]([CH:6](Br)[CH2:7][CH2:8][CH:9](Br)[C:10]([O:12][CH2:13][CH3:14])=[O:11])=[O:5].[CH2:17]([NH2:24])[C:18]1[CH:23]=[CH:22][CH:21]=[CH:20][CH:19]=1>C1C=CC=CC=1>[CH3:1][CH2:2][O:3][C:4]([CH:6]1[N:24]([CH2:17][C:18]2[CH:23]=[CH:22][CH:21]=[CH:20][CH:19]=2)[CH:9]([C:10]([O:12][CH2:13][CH3:14])=[O:11])[CH2:8][CH2:7]1)=[O:5]. Procedure: A solution of Diethyl meso-2,5-dibromoadipate (50 g, 139 mmol) in benzene (150 mL) was heated to reflux. Then heating was discontinued and benzylamine (50 mL) was added under stirring in 1 h. At the end of the addition, the mixture was refluxed for 20 h. After cooling down, the hydrobromide salt was filtered off and washed with benzene, and the benzene solution was evaporated. The residue was distilled under reduced pressure (180-190° C./0.3 mmHg) to give a product (39.9 g, 94%) as a yellow oil. Starting materials: Brc1ccccc1, O=C([O-])[O-], CN(C)C=O, CCOC(C)=O, [Cu], [I-], [K+], [K+], [K+], CS(=O)(=O)Nc1cc2occ(N)c(=O)c2cc1Oc1ccccc1, O. The product is CS(=O)(=O)Nc1cc2occ(Nc3ccccc3)c(=O)c2cc1Oc1ccccc1. Reaction SMILES: [Br:25][c:26]1[cH:27][cH:28][cH:29][cH:30][cH:31]1.[C:34](=[O:35])([O-:36])[O-:37].[CH3:40][N:41]([CH3:42])[CH:43]=[O:44].[CH3:46][CH2:47][O:48][C:49](=[O:50])[CH3:51].[Cu:45].[I-:33].[K+:32].[K+:38].[K+:39].[NH2:1][c:2]1[cH:3][o:4][c:5]2[c:6]([c:7]1=[O:8])[cH:9][c:10]([O:18][c:19]1[cH:20][cH:21][cH:22][cH:23][cH:24]1)[c:11]([NH:13][S:14](=[O:15])(=[O:16])[CH3:17])[cH:12]2.[OH2:52]>>[NH:1]([c:2]1[cH:3][o:4][c:5]2[c:6]([c:7]1=[O:8])[cH:9][c:10]([O:18][c:19]1[cH:20][cH:21][cH:22][cH:23][cH:24]1)[c:11]([NH:13][S:14](=[O:15])(=[O:16])[CH3:17])[cH:12]2)[c:26]1[cH:27][cH:28][cH:29][cH:30][cH:31]1. The reactants are [OH-].[K+] (potassium hydroxide), COC=1C=C2C(=CN(C2=C(C1)OC)C)C1=CC=2C(=NC=CC2)N1S(=O)(=O)C1=CC=C(C=C1)C (2-(5,7-dimethoxy-1-methyl-1H-indol-3-yl)-1-(toluene-4-sulfonyl)-1H-pyrrolo[2,3-b]pyridine), ice, O (water). Conditions: temperature 80 celsius. As a reaction SMILES: [OH-].[K+].[CH3:3][O:4][C:5]1[CH:6]=[C:7]2[C:11](=[C:12]([O:14][CH3:15])[CH:13]=1)[N:10]([CH3:16])[CH:9]=[C:8]2[C:17]1[N:25](S(C2C=CC(C)=CC=2)(=O)=O)[C:20]2=[N:21][CH:22]=[CH:23][CH:24]=[C:19]2[CH:18]=1.O>CO>[CH3:3][O:4][C:5]1[CH:6]=[C:7]2[C:11](=[C:12]([O:14][CH3:15])[CH:13]=1)[N:10]([CH3:16])[CH:9]=[C:8]2[C:17]1[NH:25][C:20]2=[N:21][CH:22]=[CH:23][CH:24]=[C:19]2[CH:18]=1 |f:0.1|. The product is COC=1C=C2C(=CN(C2=C(C1)OC)C)C1=CC=2C(=NC=CC2)N1 (2-(5,7-dimethoxy-1-methyl-1H-indol-3-yl)-1H-pyrrolo[2,3-b]pyridine). The solvent is CO (methanol). Procedure: 3.3 ml of a 5N aqueous potassium hydroxide solution are added to a solution of 0.31 g of 2-(5,7-dimethoxy-1-methyl-1H-indol-3-yl)-1-(toluene-4-sulfonyl)-1H-pyrrolo[2,3-b]pyridine in 20 ml of methanol. The mixture is heated at around 80° C. for approximately 18 hours. The reaction medium is run into a mixture of 100 ml of ice plus, water, and extracted with three times 75 ml of ethyl acetate. The combined organic phases are washed with 100 ml of water and then with 100 ml of a saturated aqueous s... Yield: 35.4%.